Task: describe an organic reaction: reactants, conditions, products, and yield. Dataset: the Open Reaction Database (ORD), a public repository of structured organic reaction records Reactants: C=1C=CC(=CC1)P(C=2C=CC=CC2)C3=CC=C4C=CC=CC4=C3C5=C6C=CC=CC6=CC=C5P(C=7C=CC=CC7)C=8C=CC=CC8 (BINAP), ClC1=NC=C(C=C1)C(F)(F)F (2-chloro-5-(trifluoromethyl)pyridine), C(C)(=O)N1[C@H](C[C@H](C2=CC(=CC=C12)C1=CC=C(C=C1)CN1CCCCC1)N)C ((cis)-1-acetyl-2-methyl-6-[4-(1-piperidinylmethyl)phenyl]-1,2,3,4-tetrahydro-4-quinolinamine), CC(C)([O-])C.[Na+] (sodium tert-butoxide), Intermediate 25. Reagents/catalysts: C=1C=CC(=CC1)/C=C/C(=O)/C=C/C2=CC=CC=C2.C=1C=CC(=CC1)/C=C/C(=O)/C=C/C2=CC=CC=C2.C=1C=CC(=CC1)/C=C/C(=O)/C=C/C2=CC=CC=C2.[Pd].[Pd] (tris(dibenzylideneacetone)dipalladium(0)). Solvent: C1(=CC=CC=C1)C (toluene). Run at temperature 110 celsius, time 16 hour. Yields the product C(=O)O.C(C)(=O)N1[C@H](C[C@H](C2=CC(=CC=C12)C1=CC=C(C=C1)CN1CCCCC1)NC1=NC=C(C=C1)C(F)(F)F)C ((cis)-1-acetyl-2-methyl-6-[4-(1-piperidinylmethyl)phenyl]-N-[5-(trifluoromethyl)-2-pyridinyl]-1,2,3,4-tetrahydro-4-quinolinamine formate salt). Isolated yield 10.0%. RXN SMILES: Cl[C:2]1[CH:7]=[CH:6][C:5]([C:8]([F:11])([F:10])[F:9])=[CH:4][N:3]=1.[C:12]([N:15]1[C:24]2[C:19](=[CH:20][C:21]([C:25]3[CH:30]=[CH:29][C:28]([CH2:31][N:32]4[CH2:37][CH2:36][CH2:35][CH2:34][CH2:33]4)=[CH:27][CH:26]=3)=[CH:22][CH:23]=2)[C@H:18]([NH2:38])[CH2:17][C@@H:16]1[CH3:39])(=[O:14])[CH3:13].C1C=CC(P(C2C(C3C(P(C4C=CC=CC=4)C4C=CC=CC=4)=CC=C4C=3C=CC=C4)=C3C(C=CC=C3)=CC=2)C2C=CC=CC=2)=CC=1.CC(C)([O-:89])C.[Na+]>C1C=CC(/C=C/C(/C=C/C2C=CC=CC=2)=O)=CC=1.C1C=CC(/C=C/C(/C=C/C2C=CC=CC=2)=O)=CC=1.C1C=CC(/C=C/C(/C=C/C2C=CC=CC=2)=O)=CC=1.[Pd].[Pd].C1(C)C=CC=CC=1>[CH:12]([OH:14])=[O:89].[C:12]([N:15]1[C:24]2[C:19](=[CH:20][C:21]([C:25]3[CH:30]=[CH:29][C:28]([CH2:31][N:32]4[CH2:37][CH2:36][CH2:35][CH2:34][CH2:33]4)=[CH:27][CH:26]=3)=[CH:22][CH:23]=2)[C@H:18]([NH:38][C:2]2[CH:7]=[CH:6][C:5]([C:8]([F:11])([F:10])[F:9])=[CH:4][N:3]=2)[CH2:17][C@@H:16]1[CH3:39])(=[O:14])[CH3:13] |f:3.4,5.6.7.8.9,11.12|. Reported procedure: A flask was charged with 2-chloro-5-(trifluoromethyl)pyridine (57.7 mg, 0.318 mmol), (cis)-1-acetyl-2-methyl-6-[4-(1-piperidinylmethyl)phenyl]-1,2,3,4-tetrahydro-4-quinolinamine (for a preparation see Intermediate 25) (100 mg, 0.265 mmol), racemic BINAP (8.25 mg, 0.013 mmol), sodium tert-butoxide (30.5 mg, 0.318 mmol) and tris(dibenzylideneacetone)dipalladium(0) (12.13 mg, 0.013 mmol) then filled with toluene (2.5 mL), and the resulting mixture was stirred at 110° C. under nitrogen for 16 h then... Starting materials: C=1(N=C(N=C2C=CC3=C(C12)C=CN3)N)N (7H-pyrrolo[3,2-f]quinazoline-1,3-diamine), Cl.BrC1=CC=NC=C1 (p-bromopyridine hydrochloride), CN(C=O)C (dimethylformamide), [H-].[Na+] (sodium hydride). Run in C(C)(=O)O (acetic acid). Run at temperature 110 celsius. Product: N1=CC=C(C=C1)N1C=CC=2C3=C(N=C(N=C3C=CC21)N)N (7-(4-Pyridinyl)-7H-pyrrolo-[3,2-f]quinazoline-1,3-diamine). RXN SMILES: [C:1]1([NH2:15])[N:2]=[C:3]([NH2:14])[N:4]=[C:5]2[C:10]=1[C:9]1[CH:11]=[CH:12][NH:13][C:8]=1[CH:7]=[CH:6]2.CN(C)C=O.[H-].[Na+].Cl.Br[C:25]1[CH:30]=[CH:29][N:28]=[CH:27][CH:26]=1>C(O)(=O)C>[N:28]1[CH:29]=[CH:30][C:25]([N:13]2[C:8]3[CH:7]=[CH:6][C:5]4[C:10](=[C:1]([NH2:15])[N:2]=[C:3]([NH2:14])[N:4]=4)[C:9]=3[CH:11]=[CH:12]2)=[CH:26][CH:27]=1 |f:2.3,4.5|. Procedure: A solution of 7.97 g. of 7H-pyrrolo[3,2-f]quinazoline-1,3-diamine in 500 ml. of dry dimethylformamide is stirred, under nitrogen, with 4.61 g. ca. 50% sodium hydride-mineral oil dispersion for 1.5 hours. Addition of 8.95 g. of p-bromopyridine hydrochloride is followed by heating of the reaction mixture at 110° C. for 5 hours. Glacial acetic acid (10 ml) is added and the solvent is removed in vacuo. The residue is stirred thoroughly with a mixture of excess aqueous potassium carbonate solution an... Run at time 30 minute. Procedure details: To a solution of α-hydroxyethylphosphinic acid (18 g) in distilled water (30 ml) previously adjusted to pH 8 with an aqueous solution of sodium hydroxide, a solution of copper(II) (10.7 g) in distilled water (70 ml) was added, followed by stirring for 30 minutes. After elimination of water by distillation, anhydrous ethanol (300 ml) was added thereto, and stirring was continued for 30 minutes. The by-produced sodium chloride was separated by filtration. The filtrate was concentrated to give copp... The solvent is O (water), O (water). Product: OC(C)P([O-])=O.[Cu+2].OC(C)P([O-])=O (copper(II) α-hydroxyethylphosphinate). The reactants are OC(C)P(O)=O (α-hydroxyethylphosphinic acid), [OH-].[Na+] (sodium hydroxide), [Cu+2] (copper(II)). Reaction SMILES: [OH:1][CH:2]([PH:4](=[O:6])[OH:5])[CH3:3].[OH-].[Na+].[Cu+2:9]>O>[OH:1][CH:2]([PH:4](=[O:5])[O-:6])[CH3:3].[Cu+2:9].[OH:1][CH:2]([PH:4](=[O:5])[O-:6])[CH3:3] |f:1.2,5.6.7|. Reactants: C(C(=O)Cl)(=O)Cl (oxalyl chloride), [Al+3].[Cl-].[Cl-].[Cl-] (AlCl3), BrC=1C=CC(=C(C(=O)O)C1)C (5-bromo-2-methylbenzoic acid), C1(=CC=CC=C1)OC (anisole). The reagents and catalysts are CN(C)C=O (DMF). Run in C(Cl)Cl (CH2Cl2). Conditions: time 6 hour. Yields the product BrC=1C=CC(=C(C(=O)C2=CC=C(C=C2)OC)C1)C (5-bromo-2-methyl-4′-methoxybenzophenone). Isolated yield 87.4%. RXN SMILES: [Br:1][C:2]1[CH:3]=[CH:4][C:5]([CH3:11])=[C:6]([CH:10]=1)[C:7]([OH:9])=O.C(Cl)(=O)C(Cl)=O.[C:18]1([O:24][CH3:25])[CH:23]=[CH:22][CH:21]=[CH:20][CH:19]=1.[Al+3].[Cl-].[Cl-].[Cl-]>C(Cl)Cl.CN(C=O)C>[Br:1][C:2]1[CH:3]=[CH:4][C:5]([CH3:11])=[C:6]([CH:10]=1)[C:7]([C:21]1[CH:22]=[CH:23][C:18]([O:24][CH3:25])=[CH:19][CH:20]=1)=[O:9] |f:3.4.5.6|. Procedure: To a stirred suspension of 5-bromo-2-methylbenzoic acid (1.29 g, 6 mmol) in 12 mL of CH2Cl2 containing oxalyl chloride (8 mmol) was added 2 drops of DMF. Once the vigorous evolution of gas ceased, the reaction was stirred 6 hr prior to removal of the volatiles using a rotary evaporator. After dissolving the crude 5-bromo-2-methylbenzoyl chloride in 15 ml of CS2, the stirred mixture was cooled to 4° prior to adding anisole (0.7 g, 6.6 mmol) followed by AlCl3 (1.7 g, 12 mmol). The reaction, after ... Reactants: FC(OC1=C(C(=C(C=C1)C1=C2CCC(C2=CC=C1)=O)OCOC)OC)F (4-(4-(difluoromethoxy)-3-methoxy-2-(methoxymethoxy)phenyl)-2,3-dihydro-1H-inden-1-one), Cl (hydrochloride). Solvent: CO (methanol). Run at temperature 50 celsius. Product: FC(OC1=C(C(=C(C=C1)C1=C2CCC(C2=CC=C1)=O)O)OC)F (4-(4-(Difluoromethoxy)-2-hydroxy-3-methoxyphenyl)-2,3-dihydro-1H-inden-1-one). Isolated yield 79.8%. RXN SMILES: [F:1][CH:2]([F:26])[O:3][C:4]1[CH:9]=[CH:8][C:7]([C:10]2[CH:18]=[CH:17][CH:16]=[C:15]3[C:11]=2[CH2:12][CH2:13][C:14]3=[O:19])=[C:6]([O:20]COC)[C:5]=1[O:24][CH3:25].Cl>CO>[F:1][CH:2]([F:26])[O:3][C:4]1[CH:9]=[CH:8][C:7]([C:10]2[CH:18]=[CH:17][CH:16]=[C:15]3[C:11]=2[CH2:12][CH2:13][C:14]3=[O:19])=[C:6]([OH:20])[C:5]=1[O:24][CH3:25]. Reported procedure: To a stirring solution of 4-(4-(difluoromethoxy)-3-methoxy-2-(methoxymethoxy)phenyl)-2,3-dihydro-1H-inden-1-one (1 g, 2.74 mmol) in methanol (75 mL) was added concentrated hydrochloride (5 mL) and the reaction mixture was heated to 50° C. for 1 h. The reaction mixture was cooled to RT and concentrated under reduced pressure and the obtained residue was basified with sodium bicarbonate solution and extracted with dichloromethane (3×). The combined dichloromethane layers were washed with brine, dr...